From a dataset of the Open Reaction Database (ORD), a public repository of structured organic reaction records. describe an organic reaction: reactants, conditions, products, and yield The reactants are [N-]=[N+]=[N-].[Na+] (Sodium azide), [Cl-].[NH4+] (ammonium chloride), FC=1C=C(C=C(C1)F)C[C@@H]([C@@H]1OC1)NC(OC(C)(C)C)=O (tert-Butyl (1S)-2-(3,5-difluorophenyl)-1-[(2S)-oxiranyl]ethylcarbamate). Run at temperature 77.5 celsius, time 16 hour. The product is C(C)(C)(C)OC(N[C@H]([C@@H](CN=[N+]=[N-])O)CC1=CC(=CC(=C1)F)F)=O (tert-Butyl-(1S,2R)-3-azido-1-(3,5-difluorobenzyl)-2-hydroxypropylcarbamate). Reaction SMILES: [N-:1]=[N+:2]=[N-:3].[Na+].[Cl-].[NH4+].[F:7][C:8]1[CH:9]=[C:10]([CH2:15][C@H:16]([NH:20][C:21](=[O:27])[O:22][C:23]([CH3:26])([CH3:25])[CH3:24])[C@H:17]2[CH2:19][O:18]2)[CH:11]=[C:12]([F:14])[CH:13]=1>>[C:23]([O:22][C:21](=[O:27])[NH:20][C@@H:16]([CH2:15][C:10]1[CH:9]=[C:8]([F:7])[CH:13]=[C:12]([F:14])[CH:11]=1)[C@H:17]([OH:18])[CH2:19][N:1]=[N+:2]=[N-:3])([CH3:24])([CH3:25])[CH3:26] |f:0.1,2.3|. Reported procedure: Sodium azide (0.22 g, 4 mmole) and ammonium chloride (2 eq) are added to tert-butyl (1S)-2-(3,5-difluorophenyl)-1-[(2S)-oxiranyl]ethylcarbamate (V, EXAMPLE 3, 0.6 g, 2 mmole). The reaction is heated to 75-80 degrees C. and stirred for 16 hours. The reaction is monitored by TLC to insure completion. The solvent is removed under reduced pressure. The concentrate is partitioned between ethyl acetate and water, the phases are separated and the organic phase is washed with bicarbonate and saline, dri...